This data is from the Open Reaction Database (ORD), a public repository of structured organic reaction records. The task is: describe an organic reaction: reactants, conditions, products, and yield Starting materials: CCc1cc(-c2nnco2)c(C)nc1OC, CC#N, C[Si](C)(C)Cl, [I-], [Na+]. Product: CCc1cc(-c2nnco2)c(C)[nH]c1=O. Reaction SMILES: [CH2:1]([CH3:2])[c:3]1[c:4]([O:15][CH3:16])[n:5][c:6]([CH3:14])[c:7](-[c:9]2[o:10][cH:11][n:12][n:13]2)[cH:8]1.[CH3:24][C:25]#[N:26].[Cl:19][Si:20]([CH3:21])([CH3:22])[CH3:23].[I-:18].[Na+:17]>>[CH2:1]([CH3:2])[c:3]1[c:4](=[O:15])[nH:5][c:6]([CH3:14])[c:7](-[c:9]2[o:10][cH:11][n:12][n:13]2)[cH:8]1. The reactants are CC1CN(C(=O)OC(C)(C)C)CCN1Cc1cccc(C(=O)NC(C)(C)C)c1, ClCCl, O=C(O)C(F)(F)F. The product is CC1CNCCN1Cc1cccc(C(=O)NC(C)(C)C)c1. Reaction SMILES: [C:1]([CH3:2])([CH3:3])([CH3:4])[NH:5][C:6](=[O:7])[c:8]1[cH:9][c:10]([CH2:11][N:12]2[CH:13]([CH3:25])[CH2:14][N:15]([C:18]([O:19][C:20]([CH3:21])([CH3:22])[CH3:23])=[O:24])[CH2:16][CH2:17]2)[cH:26][cH:27][cH:28]1.[Cl:36][CH2:37][Cl:38].[F:29][C:30]([F:31])([F:32])[C:33]([OH:34])=[O:35]>>[C:1]([CH3:2])([CH3:3])([CH3:4])[NH:5][C:6](=[O:7])[c:8]1[cH:9][c:10]([CH2:11][N:12]2[CH:13]([CH3:25])[CH2:14][NH:15][CH2:16][CH2:17]2)[cH:26][cH:27][cH:28]1.